Dataset: the Open Reaction Database (ORD), a public repository of structured organic reaction records. Task: describe an organic reaction: reactants, conditions, products, and yield Reactants: COc1ccc(-c2ccc(Cl)nn2)c(OCC(O)CNC(C)(C)C)c1, CC(C)(C)OC(=O)NN, CN(C)c1cccc2cccc(N(C)C)c12. Yields the product COc1ccc(-c2ccc(NNC(=O)OC(C)(C)C)nn2)c(OCC(O)CNC(C)(C)C)c1. Reaction SMILES: [C:1]([CH3:2])([CH3:3])([CH3:4])[NH:5][CH2:6][CH:7]([CH2:8][O:9][c:10]1[c:11](-[c:18]2[n:19][n:20][c:21]([Cl:24])[cH:22][cH:23]2)[cH:12][cH:13][c:14]([O:16][CH3:17])[cH:15]1)[OH:25].[C:26]([NH:27][NH2:28])(=[O:29])[O:30][C:31]([CH3:32])([CH3:33])[CH3:34].[CH3:35][N:36]([CH3:37])[c:38]1[c:39]2[c:40]([cH:41][cH:42][cH:43][c:44]2[N:45]([CH3:46])[CH3:47])[cH:48][cH:49][cH:50]1>>[C:1]([CH3:2])([CH3:3])([CH3:4])[NH:5][CH2:6][CH:7]([CH2:8][O:9][c:10]1[c:11](-[c:18]2[n:19][n:20][c:21]([NH:28][NH:27][C:26](=[O:29])[O:30][C:31]([CH3:32])([CH3:33])[CH3:34])[cH:22][cH:23]2)[cH:12][cH:13][c:14]([O:16][CH3:17])[cH:15]1)[OH:25]. The reactants are CS(=O)(=O)Cl (Methanesulphonyl chloride), CN(CC=1OC2=C(C1)C=CC(=C2)N)CCC2=CC=C(C=C2)N (N-methyl-N-(6-aminobenzofur-2-ylmethyl)-4-aminophenethylamine). Solvent: N1=CC=CC=C1 (pyridine). Yields the product CN(CC=1OC2=C(C1)C=CC(=C2)NS(=O)(=O)C)CCC2=CC=C(C=C2)NS(=O)(=O)C (N-Methyl-N-(6-methanesulphonamidobenzofur-2-ylmethyl)-4-methanesulphonamidophenethylamine). RXN SMILES: [CH3:1][S:2](Cl)(=[O:4])=[O:3].[CH3:6][N:7]([CH2:19][CH2:20][C:21]1[CH:26]=[CH:25][C:24]([NH2:27])=[CH:23][CH:22]=1)[CH2:8][C:9]1[O:10][C:11]2[CH:17]=[C:16]([NH2:18])[CH:15]=[CH:14][C:12]=2[CH:13]=1>N1C=CC=CC=1>[CH3:6][N:7]([CH2:19][CH2:20][C:21]1[CH:22]=[CH:23][C:24]([NH:27][S:2]([CH3:1])(=[O:4])=[O:3])=[CH:25][CH:26]=1)[CH2:8][C:9]1[O:10][C:11]2[CH:17]=[C:16]([NH:18][S:2]([CH3:1])(=[O:4])=[O:3])[CH:15]=[CH:14][C:12]=2[CH:13]=1. Reported procedure: Methanesulphonyl chloride (0.21 g, 1.8 mmole) and N-methyl-N-(6-aminobenzofur-2-ylmethyl)-4-aminophenethylamine (see Preparation 2 - 0.24 g, 0.82 mmole) in pyridine (3 ml) when reacted together under conditions similar to those of Example 2, gave the title compound as an oil, yield 0.18 g.